Dataset: the Open Reaction Database (ORD), a public repository of structured organic reaction records. Task: describe an organic reaction: reactants, conditions, products, and yield The reactants are C(C)(C)(C)OC(=O)N1CCC(CC1)OC1=CC(=C(C=C1)CC(=O)N1CCC(CC1)N1C(OCC2=C1C=CC=C2)=O)OCC(C(F)(F)F)(F)F (1-(1-(4-(1-tert-butyloxycarbonyl-4-piperidinyloxy)-2-(2,2,3,3,3-pentafluoropropyloxy)phenylacetyl)piperidin-4-yl)-4H-3,1-benzoxazin-2(1H)-one), Cl (HCl). Run in CCOC(=O)C (EtOAc). Run at temperature 0 celsius, time 45 minute. Product: hydrochloride salt, N1CCC(CC1)OC1=CC(=C(C=C1)CC(=O)N1CCC(CC1)N1C(OCC2=C1C=CC=C2)=O)OCC(C(F)(F)F)(F)F (1-(1-(4-(4-piperidinyloxy)-2-(2,2,3,3,3-pentafluoropropyloxy)phenyl-acetyl)piperidin-4-yl)-4H-3,1-benzoxazin-2(1H)-one). As a reaction SMILES: C(OC([N:8]1[CH2:13][CH2:12][CH:11]([O:14][C:15]2[CH:20]=[CH:19][C:18]([CH2:21][C:22]([N:24]3[CH2:29][CH2:28][CH:27]([N:30]4[C:35]5[CH:36]=[CH:37][CH:38]=[CH:39][C:34]=5[CH2:33][O:32][C:31]4=[O:40])[CH2:26][CH2:25]3)=[O:23])=[C:17]([O:41][CH2:42][C:43]([F:49])([F:48])[C:44]([F:47])([F:46])[F:45])[CH:16]=2)[CH2:10][CH2:9]1)=O)(C)(C)C.Cl>CCOC(C)=O>[NH:8]1[CH2:9][CH2:10][CH:11]([O:14][C:15]2[CH:20]=[CH:19][C:18]([CH2:21][C:22]([N:24]3[CH2:25][CH2:26][CH:27]([N:30]4[C:35]5[CH:36]=[CH:37][CH:38]=[CH:39][C:34]=5[CH2:33][O:32][C:31]4=[O:40])[CH2:28][CH2:29]3)=[O:23])=[C:17]([O:41][CH2:42][C:43]([F:49])([F:48])[C:44]([F:45])([F:47])[F:46])[CH:16]=2)[CH2:12][CH2:13]1. Reported procedure: Into a stirred solution of 1-(1-(4-(1-tert-butyloxycarbonyl-4-piperidinyloxy)-2-(2,2,3,3,3-pentafluoropropyloxy)phenylacetyl)piperidin-4-yl)-4H-3,1-benzoxazin-2(1H)-one (0.35 g, 0.53 mmol) from Step 4 above in EtOAc (25 mL) at 0° C. was bubbled HCl gas for 15 min. The resulting suspension was stirred at 0° C. for 45 min. Excess HCl was removed by bubbling argon though the mixture for 15 min. Ether (50 mL) was added and the cold suspension was filtered. The solids were washed with additional ethe...